From a dataset of the Open Reaction Database (ORD), a public repository of structured organic reaction records. describe an organic reaction: reactants, conditions, products, and yield Starting materials: FC(COCCOC1=CC=C(C=N1)C(C)=O)(F)F (1-(6-(2-(2,2,2-trifluoroethoxy)ethoxy)pyridin-3-yl)ethanone), CC(C)(C)[S@@](=O)N ((R)-2-methylpropane-2-sulfinamide), Amine-1. Yields the product CC(C)(C)[S@@](=O)NC(C)C=1C=NC(=CC1)OCCOCC(F)(F)F ((R)-2-methyl N (1 (6 (2 (2,2,2-trifluoroethoxy)ethoxy)pyridin-3-yl)ethyl)propane-2-sulfinamide). Yield: 24.0%. Reaction SMILES: [F:1][C:2]([F:18])([F:17])[CH2:3][O:4][CH2:5][CH2:6][O:7][C:8]1[N:13]=[CH:12][C:11]([C:14](=O)[CH3:15])=[CH:10][CH:9]=1.[CH3:19][C:20]([S@:23]([NH2:25])=[O:24])([CH3:22])[CH3:21]>>[CH3:19][C:20]([S@:23]([NH:25][CH:14]([C:11]1[CH:12]=[N:13][C:8]([O:7][CH2:6][CH2:5][O:4][CH2:3][C:2]([F:18])([F:17])[F:1])=[CH:9][CH:10]=1)[CH3:15])=[O:24])([CH3:22])[CH3:21]. Procedure: The title compound is prepared in 24% yield (0.33 g, yellow oil) from 1-(6-(2-(2,2,2-trifluoroethoxy)ethoxy)pyridin-3-yl)ethanone (1.0 g, 3.80 mmol, Step-1) and (R)-2-methylpropane-2-sulfinamide by the similar manner in Step-4 of Amine-1. The reactants are BrCc1cccc2ccccc12, Cc1nc2c([N+](=O)[O-])cc(Br)cc2[nH]1, [K+], [K+], O=C([O-])[O-], CN(C)C=O. Yields the product Cc1nc2c([N+](=O)[O-])cc(Br)cc2n1Cc1cccc2ccccc12. Reaction SMILES: [Br:15][CH2:16][c:17]1[cH:18][cH:19][cH:20][c:21]2[cH:22][cH:23][cH:24][cH:25][c:26]12.[Br:1][c:2]1[cH:3][c:4]([N+:12](=[O:13])[O-:14])[c:5]2[c:6]([nH:7][c:8]([CH3:10])[n:9]2)[cH:11]1.[K+:27].[K+:28].[O-:29][C:30]([O-:31])=[O:32].[O:33]=[CH:34][N:35]([CH3:36])[CH3:37]>>[Br:1][c:2]1[cH:3][c:4]([N+:12](=[O:13])[O-:14])[c:5]2[c:6]([n:7]([CH2:16][c:17]3[cH:18][cH:19][cH:20][c:21]4[cH:22][cH:23][cH:24][cH:25][c:26]34)[c:8]([CH3:10])[n:9]2)[cH:11]1. The reactants are C1(CC1)CN(C1CC=2C=C3C(=CNC3=CC2C1)C(CC)=O)CCC (1-[6-(cyclopropylmethyl-propyl-amino)-1,5,6,7-tetrahydro-1-aza-s-indacen-3-yl]-propan-1-one), [H-].[Al+3].[Li+].[H-].[H-].[H-] (lithium aluminum hydride). Run in C(C)OCC (diethyl ether). The product is C1(CC1)CN(C1CC=2C=C3C(=CNC3=CC2C1)CCC)CCC (Cyclopropylmethyl-propyl-(3-propyl-1,5,6,7-tetrahydro-1-aza-s-indacen-6-yl)-amine). Yield: 50.1%. RXN SMILES: [CH:1]1([CH2:4][N:5]([CH2:22][CH2:23][CH3:24])[CH:6]2[CH2:17][C:16]3[CH:15]=[C:14]4[C:10]([C:11]([C:18](=O)[CH2:19][CH3:20])=[CH:12][NH:13]4)=[CH:9][C:8]=3[CH2:7]2)[CH2:3][CH2:2]1.[H-].[Al+3].[Li+].[H-].[H-].[H-]>C(OCC)C>[CH:1]1([CH2:4][N:5]([CH2:22][CH2:23][CH3:24])[CH:6]2[CH2:17][C:16]3[CH:15]=[C:14]4[C:10]([C:11]([CH2:18][CH2:19][CH3:20])=[CH:12][NH:13]4)=[CH:9][C:8]=3[CH2:7]2)[CH2:2][CH2:3]1 |f:1.2.3.4.5.6|. Procedure details: To a stirred solution of 1-[6-(cyclopropylmethyl-propyl-amino)-1,5,6,7-tetrahydro-1-aza-s-indacen-3-yl]-propan-1-one (12h, Chart 2) (58 mg, 0.18 mmol) in dry diethyl ether (4 mL) was added in small portions lithium aluminum hydride (40 mg, 1.06 mmol). The reaction mixture was stirred over night and then quenched by the consecutive addition of water (40 μL), 15% sodium hydroxide (40 μL) and water (120 μL). After stirring for 15 min., the solid material was filtered off and the solvent removed in ... The reactants are [N+](=O)([O-])C1=CC=C(C(=O)Cl)C=C1 (4-nitrobenzoic acid chloride), NC1=CC=CC=C1 (aniline). Yields the product [N+](=O)([O-])C1=CC=C(C(=O)NC2=CC=CC=C2)C=C1 (4-nitro-benzanilide). Reaction SMILES: [N+:1]([C:4]1[CH:12]=[CH:11][C:7]([C:8](Cl)=[O:9])=[CH:6][CH:5]=1)([O-:3])=[O:2].[NH2:13][C:14]1[CH:19]=[CH:18][CH:17]=[CH:16][CH:15]=1>>[N+:1]([C:4]1[CH:12]=[CH:11][C:7]([C:8]([NH:13][C:14]2[CH:19]=[CH:18][CH:17]=[CH:16][CH:15]=2)=[O:9])=[CH:6][CH:5]=1)([O-:3])=[O:2]. Procedure details: According to the new process, the 4-nitrobenzoic acid chloride is condensed with aniline and the 4-nitro-benzanilide formed is extracted and nitrated. Reactants: BrCCCCC=1N(C2=NC(=NC(=C2N1)N1CCOCC1)Cl)C1OCCCC1 (4-(8-(4-bromobutyl)-2-chloro-9-(tetrahydro-2H-pyran-2-yl)-9H-purin-6-yl)morpholine), C1(=CC=C(C=C1)S(=O)(=O)O)C (p-toluenesulfonic acid). Solvent: CO (methanol). Reaction conditions: temperature 50 celsius. Yields the product BrCCCCC=1NC2=NC(=NC(=C2N1)N1CCOCC1)Cl (4-(8-(4-bromobutyl)-2-chloro-9H-purin-6-yl)morpholine). As a reaction SMILES: [Br:1][CH2:2][CH2:3][CH2:4][CH2:5][C:6]1[N:7](C2CCCCO2)[C:8]2[C:13]([N:14]=1)=[C:12]([N:15]1[CH2:20][CH2:19][O:18][CH2:17][CH2:16]1)[N:11]=[C:10]([Cl:21])[N:9]=2.C1(C)C=CC(S(O)(=O)=O)=CC=1>CO>[Br:1][CH2:2][CH2:3][CH2:4][CH2:5][C:6]1[NH:7][C:8]2[C:13]([N:14]=1)=[C:12]([N:15]1[CH2:16][CH2:17][O:18][CH2:19][CH2:20]1)[N:11]=[C:10]([Cl:21])[N:9]=2. Reported procedure: A suspension of 4-(8-(4-bromobutyl)-2-chloro-9-(tetrahydro-2H-pyran-2-yl)-9H-purin-6-yl)morpholine (1.1 g, 2.4 mmol) in methanol (10 mL) was treated with p-toluenesulfonic acid (40 mg, 0.24 mmol) and heated overnight at 50° C. The solvent was removed in vacuo to afford 4-(8-(4-bromobutyl)-2-chloro-9H-purin-6-yl)morpholine as a white solid, which was used in the next step without any further purification (880 mg, quant). LC/MS (ESI+): m/z 375 (M+H)